Dataset: the Open Reaction Database (ORD), a public repository of structured organic reaction records. Task: describe an organic reaction: reactants, conditions, products, and yield Starting materials: CS(=O)(=O)N[C@@H]1CC[C@H](CC1)NC(OC(C)(C)C)=O (tert-butyl trans-4-[(methylsulfonyl)amino]cyclohexylcarbamate), Cl (hydrogen chloride). Solvent: ClCCl (dichloromethane). Reaction conditions: time 2 hour. Product: N[C@@H]1CC[C@H](CC1)NS(=O)(=O)C (N-(trans-4-Aminocyclohexyl)methanesulfonamide). The yield is 92.0%. As a reaction SMILES: [CH3:1][S:2]([NH:5][C@H:6]1[CH2:11][CH2:10][C@H:9]([NH:12]C(=O)OC(C)(C)C)[CH2:8][CH2:7]1)(=[O:4])=[O:3].Cl>ClCCl>[NH2:12][C@H:9]1[CH2:10][CH2:11][C@H:6]([NH:5][S:2]([CH3:1])(=[O:4])=[O:3])[CH2:7][CH2:8]1. Procedure: A stirred solution of tert-butyl trans-4-[(methylsulfonyl)amino]cyclohexylcarbamate (990 mg, 3.39 mmol) (preparation 32) in dichloromethane (25 ml) at room temperature was saturated with hydrogen chloride gas. The reaction mixture was stirred at room temperature for 2 hr and the solvent then removed under reduced pressure to give a colourless solid. The solid was triturated with diethyl ether and then suspended in ethyl acetate and exposed to ultrasonic agitation for 5 min. The remaining solid w...